From a dataset of the Open Reaction Database (ORD), a public repository of structured organic reaction records. describe an organic reaction: reactants, conditions, products, and yield Reactants: P(=O)([O-])OP(=O)[O-] (diphosphonate), [K+].C1(=CC=CC=C1)C1=NOC(C1)(P(O)(O)=O)P([O-])(O)=O ([3-Phenyl-5(4H)-isoxazolylidene]bisphosphonic acid monopotassium salt), Br[Si](C)(C)C (bromotrimethylsilane). Run in C(Cl)(Cl)Cl (chloroform). The product is C1(=CC=CC=C1)C1=NOC(C1)(P(O)(O)=O)P(O)(O)=O ((3-phenyl-5(4H)isoxazolylidene)bisphosphonic acid). Reaction SMILES: P(OP([O-])=O)([O-])=O.[K+].[C:9]1([C:15]2[CH2:19][C:18]([P:24](=[O:27])([OH:26])[O-:25])([P:20](=[O:23])([OH:22])[OH:21])[O:17][N:16]=2)[CH:14]=[CH:13][CH:12]=[CH:11][CH:10]=1.Br[Si](C)(C)C>C(Cl)(Cl)Cl>[C:9]1([C:15]2[CH2:19][C:18]([P:24](=[O:25])([OH:27])[OH:26])([P:20](=[O:21])([OH:22])[OH:23])[O:17][N:16]=2)[CH:10]=[CH:11][CH:12]=[CH:13][CH:14]=1 |f:1.2|. Procedure: The diphosphonate, [3-phenyl-5(4H)-isoxazolylidene]bisphosphonic acid tetraethyl ester (III, EXAMPLE 9, 2.10 g) in chloroform (10 ml) is treated with bromotrimethylsilane (4.0 ml) and heated to 50°-60° for 5 hrs. The reaction is concentrated under reduced pressure with heat, taken up in ethyl acetate, extracted with water, and the aqueous fractions are filtered and freeze dried to give (3-phenyl-5(4H)isoxazolylidene)bisphosphonic acid. RXN SMILES: [C:47](=[O:48])([O-:49])[O-:50].[CH3:23][O:24][c:25]1[cH:26][c:27]([O:35][CH:36]([CH3:37])[C:38](=[O:39])[O:40][CH3:41])[n:28][c:29]([S:31]([CH3:32])(=[O:33])=[O:34])[n:30]1.[CH3:42][N:43]([CH3:44])[CH:45]=[O:46].[Cl:1][c:2]1[c:3]([OH:22])[cH:4][c:5](-[n:9]2[c:10](=[O:21])[n:11]([CH3:20])[c:12]([C:16]([F:17])([F:18])[F:19])[cH:13][c:14]2=[O:15])[c:6]([F:8])[cH:7]1.[K+:51].[K+:52].[OH2:53]>>[Cl:1][c:2]1[c:3]([O:22][c:29]2[n:28][c:27]([O:35][CH:36]([CH3:37])[C:38](=[O:39])[O:40][CH3:41])[cH:26][c:25]([O:24][CH3:23])[n:30]2)[cH:4][c:5](-[n:9]2[c:10](=[O:21])[n:11]([CH3:20])[c:12]([C:16]([F:17])([F:18])[F:19])[cH:13][c:14]2=[O:15])[c:6]([F:8])[cH:7]1. Product: COC(=O)C(C)Oc1cc(OC)nc(Oc2cc(-n3c(=O)cc(C(F)(F)F)n(C)c3=O)c(F)cc2Cl)n1. Starting materials: O=C([O-])[O-], COC(=O)C(C)Oc1cc(OC)nc(S(C)(=O)=O)n1, CN(C)C=O, Cn1c(C(F)(F)F)cc(=O)n(-c2cc(O)c(Cl)cc2F)c1=O, [K+], [K+], O.